Dataset: the Open Reaction Database (ORD), a public repository of structured organic reaction records. Task: describe an organic reaction: reactants, conditions, products, and yield The reactants are C(C)(C)NN=C(C)CC (methyl ethyl ketone isopropyl-hydrazone), Cl[O-].[Na+] (sodium hypochlorite), hydrazone. Reaction conditions: time 3 hour. Yields the product C(C)(C)N=NC(C)(CC)O (2-Isopropylazo-2-hydroxybutane). Reaction SMILES: [CH:1]([NH:4][N:5]=[C:6]([CH2:8][CH3:9])[CH3:7])([CH3:3])[CH3:2].Cl[O-:11].[Na+]>>[CH:1]([N:4]=[N:5][C:6]([OH:11])([CH2:8][CH3:9])[CH3:7])([CH3:3])[CH3:2] |f:1.2|. Procedure details: Into a 250 ml 4-neck round bottom flask equipped with a reflux condenser, thermometer, graduated addition funnel and a magnetic stirrer was added 18.1 grams (0.14 moles) of methyl ethyl ketone isopropyl-hydrazone. With efficient stirring 170 mls of 12.4% by wt. aqueous sodium hypochlorite was added dropwise while holding the reaction temperature at 25°-30° C with a water bath. The oxidation was monitored by gas chromatography and after 3 hours stirring the hydrazone was completely oxidized. The ... Isolated yield 92.2%. Yields the product CC(N)CC1=CNC2=CC(=CC=C12)F (α-methyl-6-fluorotryptamine). Reaction SMILES: [F:1][C:2]1[CH:10]=[C:9]2[C:5]([C:6]([CH:11]=[C:12]([N+:14]([O-])=O)[CH3:13])=[CH:7][NH:8]2)=[CH:4][CH:3]=1.[H-].[H-].[H-].[H-].[Li+].[Al+3].O>C1COCC1>[CH3:13][CH:12]([CH2:11][C:6]1[C:5]2[C:9](=[CH:10][C:2]([F:1])=[CH:3][CH:4]=2)[NH:8][CH:7]=1)[NH2:14] |f:1.2.3.4.5.6|. Reaction conditions: temperature 0 celsius, time 3.5 hour. Reactants: FC1=CC=C2C(=CNC2=C1)C=C(C)[N+](=O)[O-] (6-fluoro-3-(2-nitropropenyl)-1H-indole), [H-].[H-].[H-].[H-].[Li+].[Al+3] (LiAlH4), O (H2O). Solvent: C1CCOC1 (THF), C1CCOC1 (THF). Procedure details: α-Methyl-6-fluorotryptamine was prepared by the dropwise addition of an anhydrous THF solution of 6-fluoro-3-(2-nitropropenyl)-1H-indole (560 mg, 2.54 mmol) to a stirred mixture of LiAlH4 (480 mg, 12.7 mmol) in THF (40 mL) at 0° C. The reaction slurry was allowed to stir under N2 from 0° C. to ambient room temperature over 3.5 hours. The reaction solution was again cooled to 0° C. prior to the dropwise addition of H2O to quench excess LiAlH4. The reaction suspension was filtered through a pad of...